Task: describe an organic reaction: reactants, conditions, products, and yield. Dataset: the Open Reaction Database (ORD), a public repository of structured organic reaction records Reaction SMILES: [Cl:1][C:2]1[CH:3]=[C:4]([C@@H:9]([CH2:13][N:14]2[CH:18]=[CH:17][N:16]=[CH:15]2)[CH2:10][CH:11]=C)[CH:5]=[CH:6][C:7]=1[Cl:8].I([O-])(=O)(=O)=[O:20].[Na+].C(=O)([O-])[O-].[Na+].[Na+]>C(#N)C.O.Cl.C1(C)C=CC=CC=1.[Os](=O)(=O)(=O)=O>[Cl:1][C:2]1[CH:3]=[C:4]([C@@H:9]([CH2:13][N:14]2[CH:18]=[CH:17][N:16]=[CH:15]2)[CH2:10][CH:11]=[O:20])[CH:5]=[CH:6][C:7]=1[Cl:8] |f:1.2,3.4.5|. Procedure: 4(S)-(3,4-Dichlorophenyl)-5-(imidazol-1-yl)pent-1-ene (4.75 g) (see Preparation 95) was dissolved in a mixture of acetonitrile (75 ml), water (13ml) and 1N aqueous hydrochloric acid solution ( 17 ml). Osmium tetroxide (3.4 ml of a 0.05M solution in toluene) was added and the mixture stirred for 20 minutes. Sodium periodate (5.3 g) was then added together with a further quantity of acetonitrile (30 ml) and stirring continued overnight. Water (ca. 100 ml) was added and the acetonitrile removed und... Reagents/catalysts: [Os](=O)(=O)(=O)=O (Osmium tetroxide). The reactants are solution, C([O-])([O-])=O.[Na+].[Na+] (sodium carbonate), ClC=1C=C(C=CC1Cl)[C@H](CC=C)CN1C=NC=C1 (4(S)-(3,4-Dichlorophenyl)-5-(imidazol-1-yl)pent-1-ene), I(=O)(=O)(=O)[O-].[Na+] (Sodium periodate). Yield: 89.9%. Run in C1(=CC=CC=C1)C (toluene), O (Water), C(C)#N (acetonitrile), O (water), Cl (hydrochloric acid), C(C)#N (acetonitrile). Product: ClC=1C=C(C=CC1Cl)[C@H](CC=O)CN1C=NC=C1 (3(S)-(3,4-dichlorophenyl)-4-(imidazol-1-yl)butan-1-al). Run at time 20 minute. The reactants are COC=1C=C(C=CC1)CC#N ((3-methoxyphenyl)acetonitrile), B(Br)(Br)Br (Boron tribromide), ice, ice water, C(=O)(O)[O-].[Na+] (NaHCO3). The solvent is ClCCl (dichloromethane). Reaction conditions: time 8 hour. Product: OC=1C=C(C=CC1)CC#N (3-Hydroxyphenyl acetonitrile). Yield: 91.2%. Reaction SMILES: B(Br)(Br)Br.C[O:6][C:7]1[CH:8]=[C:9]([CH2:13][C:14]#[N:15])[CH:10]=[CH:11][CH:12]=1.C([O-])(O)=O.[Na+]>ClCCl>[OH:6][C:7]1[CH:8]=[C:9]([CH2:13][C:14]#[N:15])[CH:10]=[CH:11][CH:12]=1 |f:2.3|. Procedure details: Boron tribromide (68 ml, 1M in dichloromethane, 68 mmol) was added dropwise to an ice-cooled solution of (3-methoxyphenyl)acetonitrile (5.0 g, 34 mmol) in dichloromethane (50 ml), and once addition was complete, the reaction was allowed to warm to room temperature and stirred overnight. The reaction was poured into an ice/water solution, the mixture was basified using NaHCO3 and extracted with dichloromethane. The combined organic extracts were dried over MgSO4 and evaporated under reduced press... Reactants: CCOC(=O)OCC, OCCNCCO. Yields the product O=C1OCCN1CCO. As a reaction SMILES: [CH2:1]([O:2][C:4]([O:5][CH2:6][CH3:7])=[O:8])[CH3:3].[OH:9][CH2:10][CH2:11][NH:12][CH2:13][CH2:14][OH:15]>>[C:4]1(=[O:8])[O:5][CH2:6][CH2:7][N:12]1[CH2:11][CH2:10][OH:9]. Starting materials: BrC1=C(N)C=CC(=C1)C (2-bromo-4-methylaniline), ClC1=CC=C(C=C1)B(O)O (4-chlorobenzene boronic acid). Yields the product ClC1=CC=C(C=C1)C1=C(N)C=CC(=C1)C (2-(4-chlorophenyl)-4-methylaniline). RXN SMILES: Br[C:2]1[CH:8]=[C:7]([CH3:9])[CH:6]=[CH:5][C:3]=1[NH2:4].[Cl:10][C:11]1[CH:16]=[CH:15][C:14](B(O)O)=[CH:13][CH:12]=1>>[Cl:10][C:11]1[CH:16]=[CH:15][C:14]([C:2]2[CH:8]=[C:7]([CH3:9])[CH:6]=[CH:5][C:3]=2[NH2:4])=[CH:13][CH:12]=1. Procedure details: 2-bromo-4-methylaniline and 4-chlorobenzene boronic acid were combined to form 2-(4-chlorophenyl)-4-methylaniline, The reactants are CC(C)(C)C(=Cc1ccc(C(=C2CCCCC2)c2ccc(O)cc2)c(F)c1)C(=O)[O-], ClCCl, O=C(O)C(F)(F)F. Product: O=C(O)C=Cc1ccc(C(=C2CCCCC2)c2ccc(O)cc2)c(F)c1. As a reaction SMILES: [CH3:8][C:9]([CH3:10])([CH3:11])[C:12]([C:13](=[O:14])[O-:15])=[CH:16][c:17]1[cH:18][c:19]([F:37])[c:20]([C:23]([c:24]2[cH:25][cH:26][c:27]([OH:30])[cH:28][cH:29]2)=[C:31]2[CH2:32][CH2:33][CH2:34][CH2:35][CH2:36]2)[cH:21][cH:22]1.[Cl:38][CH2:39][Cl:40].[OH:1][C:2]([C:3]([F:4])([F:5])[F:6])=[O:7]>>[CH:12]([C:13](=[O:14])[OH:15])=[CH:16][c:17]1[cH:18][c:19]([F:37])[c:20]([C:23]([c:24]2[cH:25][cH:26][c:27]([OH:30])[cH:28][cH:29]2)=[C:31]2[CH2:32][CH2:33][CH2:34][CH2:35][CH2:36]2)[cH:21][cH:22]1. RXN SMILES: [CH3:23][OH:24].[ClH:22].[Na+:19].[OH-:18].[OH:1][c:2]1[n:3][c:4]([SH:17])[n:5][c:6]2[n:7]1[n:8][cH:9][c:10]2-[c:11]1[cH:12][cH:13][cH:14][cH:15][cH:16]1.[OH:20][OH:21]>>[OH:1][c:2]1[n:3][c:4]([OH:18])[n:5][c:6]2[n:7]1[n:8][cH:9][c:10]2-[c:11]1[cH:12][cH:13][cH:14][cH:15][cH:16]1. The reactants are CO, Cl, [Na+], [OH-], Oc1nc(S)nc2c(-c3ccccc3)cnn12, OO. Yields the product Oc1nc(O)n2ncc(-c3ccccc3)c2n1.